This data is from the Open Reaction Database (ORD), a public repository of structured organic reaction records. The task is: describe an organic reaction: reactants, conditions, products, and yield Yields the product CSc1nccc(C)n1. The reactants are Cc1ccccc1, CCN(C(C)C)C(C)C, Cl, Cc1ccnc(S)n1. Reaction SMILES: [CH3:19][c:20]1[cH:21][cH:22][cH:23][cH:24][cH:25]1.[CH:10]([N:11]([CH:12]([CH3:13])[CH3:14])[CH2:15][CH3:16])([CH3:17])[CH3:18].[ClH:1].[SH:2][c:3]1[n:4][cH:5][cH:6][c:7]([CH3:9])[n:8]1>>[S:2]([c:3]1[n:4][cH:5][cH:6][c:7]([CH3:9])[n:8]1)[CH3:10]. Starting materials: COc1ccc(-c2c(C)c3ccc(O)cc3oc2=O)cc1OC, C[n+]1ccn(C(=O)N2CCOCC2)c1, [I-]. Product: COc1ccc(-c2c(C)c3ccc(OC(=O)N4CCOCC4)cc3oc2=O)cc1OC. As a reaction SMILES: [CH3:1][O:2][c:3]1[cH:4][c:5](-[c:11]2[c:12](=[O:23])[o:13][c:14]3[cH:15][c:16]([OH:22])[cH:17][cH:18][c:19]3[c:20]2[CH3:21])[cH:6][cH:7][c:8]1[O:9][CH3:10].[CH3:25][n+:26]1[cH:27][cH:28][n:29]([C:31](=[O:32])[N:33]2[CH2:34][CH2:35][O:36][CH2:37][CH2:38]2)[cH:30]1.[I-:24]>>[CH3:1][O:2][c:3]1[cH:4][c:5](-[c:11]2[c:12](=[O:23])[o:13][c:14]3[cH:15][c:16]([O:22][C:31](=[O:32])[N:33]4[CH2:34][CH2:35][O:36][CH2:37][CH2:38]4)[cH:17][cH:18][c:19]3[c:20]2[CH3:21])[cH:6][cH:7][c:8]1[O:9][CH3:10]. Starting materials: CI (Methyl iodide), [K] (potassium), CSC1=NC(NC=C1F)=O (4-methylthio-5-fluoropyrimid-2-one). Solvent: CN(C=O)C (dimethylformamide). Run at time 24 hour. Product: CN1C(N=C(C(=C1)F)SC)=O (1-Methyl-4-methylthio-5-fluoropyrimid-2-one). Isolated yield 76.0%. RXN SMILES: [CH3:1]I.[K].[CH3:4][S:5][C:6]1[C:11]([F:12])=[CH:10][NH:9][C:8](=[O:13])[N:7]=1>CN(C)C=O>[CH3:1][N:9]1[CH:10]=[C:11]([F:12])[C:6]([S:5][CH3:4])=[N:7][C:8]1=[O:13] |^1:2|. Reported procedure: Methyl iodide (0.017 mol) was added to the potassium salt of 4-methylthio-5-fluoropyrimid-2-one (0.012 mol) in dimethylformamide (50 ml) and the reaction mixture was stirred at room temperature for 24 h before evaporation at reduced pressure (1 mm Hg). The residue was extracted with chloroform and the solution was washed with aqueous 2 N NaOH, with water and was dried (MgSO4) before evaporation. The product was recrystallized from EtOAc/ligroin; yield 76%, m.p. 154° C. (Found: C, 41.48; H, 4.10.... Starting materials: BrC=C1C2CC[C@@H]([C@]2(CCC1)C)[C@@H](CC#N)C ((3R)-3-[(1R,7aR)-octahydro-4-bromomethylene-7a-methyl-1H-inden-1-yl]butyronitrile), saturated aqueous solution, S(=O)(=O)([O-])[O-].[Na+].[Na+] (sodium sulfate), Cl (hydrochloric acid), ClCCl (dichloromethane), [(CH3)2CHCH2]2AlH toluene. The solvent is C(C)(=O)OCC (ethyl acetate), CO (methanol). Conditions: temperature -70 celsius, time 1 hour. Product: BrC=C1C2CC[C@@H]([C@]2(CCC1)C)[C@@H](CCO)C ((3R)-3-[(1R,7aR)-octahydro-4-bromomethylene-7a-methyl-1H-inden-1-yl]butanol). RXN SMILES: [Br:1][CH:2]=[C:3]1[CH2:11][CH2:10][CH2:9][C@@:8]2([CH3:12])[CH:4]1[CH2:5][CH2:6][C@@H:7]2[C@H:13]([CH3:17])[CH2:14][C:15]#N.ClCCl.S([O-])([O-])(=O)=[O:22].[Na+].[Na+].Cl>C(OCC)(=O)C.CO>[Br:1][CH:2]=[C:3]1[CH2:11][CH2:10][CH2:9][C@@:8]2([CH3:12])[CH:4]1[CH2:5][CH2:6][C@@H:7]2[C@H:13]([CH3:17])[CH2:14][CH2:15][OH:22] |f:2.3.4|. Reported procedure: A 84 mg amount of (3R)-3-[(1R,7aR)-octahydro-4-bromomethylene-7a-methyl-1H-inden-1-yl]butyronitrile was taken in a 25 ml eggplant-shaped flask, then 5 ml of dried dichloromethane was then added to dissolve the same. The solution was cooled by a −70° C. bath, then 660 μl of a 1.5M [(CH3)2CHCH2]2AlH/toluene solution was added dropwise. The solution was stirred at the same temperature for 1 hour, then 0.5 ml of a saturated aqueous solution of sodium sulfate, 0.3 ml of methanol, 0.5 ml of 2N hydroch... The reactants are CN(C=O)C (N,N-dimethylformamide), NC1=C(C=CC(=N1)N1C=C(C(C2=CC(=C(C(=C12)Br)F)F)=O)C(=O)O)F (1-(6-amino-5-fluoropyridine-2-yl)-8-bromo-6,7-difluoro-4-oxo-1,4-dihydroquinoline-3-carboxylic acid), Cl.Cl.NC1CNC1 (3-aminoazetidine dihydrochloride), CN1CCCC1 (N-methylpyrrolidine). Solvent: C(C)O (ethanol). Run at temperature 90 celsius, time 10 minute. Product: NC1CN(C1)C1=C(C=C2C(C(=CN(C2=C1Br)C1=NC(=C(C=C1)F)N)C(=O)O)=O)F (7-(3-aminoazetidine-1-yl)-1-(6-amino-5-fluoropyridine-2-yl)-8-bromo-6-fluoro-4-oxo-1,4-dihydroquinoline-3-carboxylic acid). Isolated yield 75.5%. As a reaction SMILES: CN(C)C=O.[NH2:6][C:7]1[N:12]=[C:11]([N:13]2[C:22]3[C:17](=[CH:18][C:19]([F:25])=[C:20](F)[C:21]=3[Br:23])[C:16](=[O:26])[C:15]([C:27]([OH:29])=[O:28])=[CH:14]2)[CH:10]=[CH:9][C:8]=1[F:30].Cl.Cl.[NH2:33][CH:34]1[CH2:37][NH:36][CH2:35]1.CN1CCCC1>C(O)C>[NH2:33][CH:34]1[CH2:37][N:36]([C:20]2[C:21]([Br:23])=[C:22]3[C:17]([C:16](=[O:26])[C:15]([C:27]([OH:29])=[O:28])=[CH:14][N:13]3[C:11]3[CH:10]=[CH:9][C:8]([F:30])=[C:7]([NH2:6])[N:12]=3)=[CH:18][C:19]=2[F:25])[CH2:35]1 |f:2.3.4|. Reported procedure: To 250 mg of N,N-dimethylformamide were added 80 mg of 1-(6-amino-5-fluoropyridine-2-yl)-8-bromo-6,7-difluoro-4-oxo-1,4-dihydroquinoline-3-carboxylic acid, 55 mg of 3-aminoazetidine dihydrochloride, and 150 mg of N-methylpyrrolidine, and the mixture was stirred at 90° C. for 10 minutes. After adding 0.3 ml of ethanol, the solution was allowed to cool, and the precipitate was collected by filtration and washed with ethanol and diisopropylether successively to obtain 68 mg of the title compound as... The reactants are C1(OCCC2=CC=CC=C12)CCO ((-)-2-(isochroman-1-yl)ethanol), N1(CCNCCC1)C1=CC=C(C(=O)N)C=C1 (4-(homopiperazin-1-yl)benzamide), N1(CCNCC1)C1=CC=C(C=C1)S(=O)(=O)N (4-(piperazin-1-yl)benzenesulfonamide), FC1=CC=C(C(=O)N)C=C1 (4-fluorobenzamide), CNS(=O)(=O)C1=CC=C(C=C1)F (N-Methyl-4-fluorobenzenesulfonamide), N1CCNCCC1 (homopiperazine), C1(=CC=CC=C1)C[C@@H]1N(C(OC1)=O)C(C(C)C1=CC=CC=C1)=O ((4S)-4-(phenylmethyl)-3-(2-phenylpropionyl)-2-oxazolidinone). Product: CS(=O)(=O)O.[C@H]1(OCCC2=CC=CC=C12)CCN1CCN(CCC1)C1=CC=C(C(=O)N)C=C1 ((S)-(-)-4-[4-[2-(Isochroman-1-yl)ethyl]homopiperazin-1-yl]benzamide Methanesulfonate). RXN SMILES: [CH:1]1([CH2:11][CH2:12]O)[C:10]2[C:5](=[CH:6][CH:7]=[CH:8][CH:9]=2)[CH2:4][CH2:3][O:2]1.[N:14]1([C:21]2[CH:29]=[CH:28][C:24]([C:25]([NH2:27])=[O:26])=[CH:23][CH:22]=2)[CH2:20][CH2:19][CH2:18][NH:17][CH2:16][CH2:15]1.N1(C2C=C[C:39]([S:42](N)(=[O:44])=[O:43])=CC=2)CCNCC1.FC1C=CC(C(N)=[O:52])=CC=1.CNS(C1C=CC(F)=CC=1)(=O)=O.N1CCCNCC1.C1(C[C@H]2COC(=O)N2C(=O)C(C2C=CC=CC=2)C)C=CC=CC=1>>[CH3:39][S:42]([OH:44])(=[O:52])=[O:43].[C@H:1]1([CH2:11][CH2:12][N:17]2[CH2:18][CH2:19][CH2:20][N:14]([C:21]3[CH:22]=[CH:23][C:24]([C:25]([NH2:27])=[O:26])=[CH:28][CH:29]=3)[CH2:15][CH2:16]2)[C:10]2[C:5](=[CH:6][CH:7]=[CH:8][CH:9]=2)[CH2:4][CH2:3][O:2]1 |f:7.8|. Procedure details: Following the general procedure for EXAMPLE 49 and making non-critical variations (-)-2-(isochroman-1-yl)ethanol (LXXIX, 0.394 g) and 4-(homopiperazin-1-yl)benzamide (IV; 0.601 g prepared by the method of EXAMPLE 47, Step 1 from 4-fluorobenzamide, III, and homopiperazine, II) are combined to give the title compound, mp 163.75-165°; MS (m/z) 379; [α]D -41° (c, 0.975, DMF); IR (mineral oil) 1609, 1043, 1662, 1167 and 1216 cm-1. Starting materials: [Na] (sodium), NC1=NC(=C(C(=N1)N)N=O)N (2,4,6-triamino-5-nitroso-pyrimidine), CN(CCOC1=CC=C(C=C1)CC#N)C (4-(β-dimethylamino-ethoxy)-phenyl acetonitrile), Cl (hydrochloride). Solvent: C(C)OCCO (2-ethoxyethanol), Petroleum ether. Yields the product NC1=NC2=NC(=C(N=C2C(=N1)N)C1=CC=C(C=C1)OCCN(C)C)N (2,4,7-Triamino-6-[4-(β-dimethylamino-ethoxy)phenyl]-pteridine). RXN SMILES: [Na].[CH3:2][N:3]([CH3:16])[CH2:4][CH2:5][O:6][C:7]1[CH:12]=[CH:11][C:10]([CH2:13][C:14]#[N:15])=[CH:9][CH:8]=1.Cl.[NH2:18][C:19]1[N:24]=[C:23]([NH2:25])[C:22]([N:26]=O)=[C:21]([NH2:28])[N:20]=1>C(OCCO)C>[NH2:18][C:19]1[N:24]=[C:23]([NH2:25])[C:22]2[C:21](=[N:28][C:14]([NH2:15])=[C:13]([C:10]3[CH:9]=[CH:8][C:7]([O:6][CH2:5][CH2:4][N:3]([CH3:16])[CH3:2])=[CH:12][CH:11]=3)[N:26]=2)[N:20]=1 |^1:0|. Procedure details: 0.03 mol of metallic sodium is dissolved with stirring in 150 ml of 2-ethoxyethanol. 3.1 g (0.013 mol) of 4-(β-dimethylamino-ethoxy)-phenyl acetonitrile in the form of the hydrochloride are added with stirring followed by 1.45 g (0.01 mol) of 2,4,6-triamino-5-nitroso-pyrimidine. After stirring for 48 hours at 60°-65° C. excluding access of moisture, the mixture is centrifuged when still hot. Petroleum ether is added to the solution obtained until it becomes cloudy. The solution is kept refrigera... Starting materials: CN(C)C=O, CN1CCC(=O)CC1, OCCI. Yields the product C[N+]1(CCO)CCC(=O)CC1, [I-]. Reaction SMILES: [CH3:13][N:14]([CH3:15])[CH:16]=[O:17].[CH3:1][N:2]1[CH2:3][CH2:4][C:5](=[O:8])[CH2:6][CH2:7]1.[I:9][CH2:10][CH2:11][OH:12]>>[CH3:1][N+:2]1([CH2:10][CH2:11][OH:12])[CH2:3][CH2:4][C:5](=[O:8])[CH2:6][CH2:7]1.[I-:9]. The reactants are Cc1c(Br)sc2cc(Br)ccc12, N#Cc1cccnc1, [Li]CCCC, CCCCCC, Cl, [Na+], [OH-]. Yields the product Cc1c(C(=O)c2cccnc2)sc2cc(Br)ccc12. Reaction SMILES: [Br:6][c:7]1[c:8]([CH3:17])[c:9]2[c:10]([s:11]1)[cH:12][c:13]([Br:16])[cH:14][cH:15]2.[C:18](#[N:19])[c:20]1[cH:21][n:22][cH:23][cH:24][cH:25]1.[CH2:1]([Li:2])[CH2:3][CH2:4][CH3:5].[CH3:29][CH2:30][CH2:31][CH2:32][CH2:33][CH3:34].[ClH:26].[Na+:28].[OH-:27]>>[c:7]1([C:18]([c:20]2[cH:21][n:22][cH:23][cH:24][cH:25]2)=[O:27])[c:8]([CH3:17])[c:9]2[c:10]([s:11]1)[cH:12][c:13]([Br:16])[cH:14][cH:15]2. Reactants: Cc1cccc(Br)c1, O=C([O-])[O-], [Cs+], [Cs+], CC(=O)[O-], CC(=O)[O-], C1COCCO1, O=C1NCCC1O, [Pd+2], CC1(C)c2cccc(P(c3ccccc3)c3ccccc3)c2Oc2c(P(c3ccccc3)c3ccccc3)cccc21. Product: Cc1cccc(N2CCC(O)C2=O)c1. Reaction SMILES: [Br:8][c:9]1[cH:10][c:11]([CH3:15])[cH:12][cH:13][cH:14]1.[C:58](=[O:59])([O-:60])[O-:61].[Cs+:62].[Cs+:63].[O-:71][C:72]([CH3:73])=[O:74].[O-:75][C:76]([CH3:77])=[O:78].[O:64]1[CH2:65][CH2:66][O:67][CH2:68][CH2:69]1.[OH:1][CH:2]1[C:3](=[O:7])[NH:4][CH2:5][CH2:6]1.[Pd+2:70].[c:16]1([P:17]([c:18]2[cH:19][cH:20][cH:21][cH:22][cH:23]2)[c:24]2[c:25]3[c:49]([cH:50][cH:51][cH:52]2)[C:46]([CH3:47])([CH3:48])[c:28]2[c:27]([c:32]([P:33]([c:34]4[cH:35][cH:36][cH:37][cH:38][cH:39]4)[c:40]4[cH:41][cH:42][cH:43][cH:44][cH:45]4)[cH:31][cH:30][cH:29]2)[O:26]3)[cH:53][cH:54][cH:55][cH:56][cH:57]1>>[OH:1][CH:2]1[C:3](=[O:7])[N:4]([c:9]2[cH:10][c:11]([CH3:15])[cH:12][cH:13][cH:14]2)[CH2:5][CH2:6]1.